Dataset: the Open Reaction Database (ORD), a public repository of structured organic reaction records. Task: describe an organic reaction: reactants, conditions, products, and yield Solvent: C1(=CC=CC=C1)C (toluene). The reactants are ClC=1C=NC=C(C1NC=1NC2=C(N1)C=C(C1=C2CC(O1)(C)C)C(=O)OC)Cl (methyl 2-[(3,5-dichloropyridin-4-yl)amino]-7,7-dimethyl-7,8-dihydro-1H-furo[3,2-e]benzimidazole-5-carboxylate), FC1=C(N)C=CC(=C1)F (2,4-difluoro aniline), C[Al](C)C (trimethyl aluminium). The product is ClC=1C=NC=C(C1NC1=NC2=C(N1)C=1CC(OC1C(=C2)C(=O)NC2=C(C=C(C=C2)F)F)(C)C)Cl (2-((3,5-Dichloropyridin-4-yl)amino)-N-(2,4-difluorophenyl)-7,7-dimethyl-7,8-dihydro-1H-benzofuro[4,5-d]imidazole-5-carboxamide). Procedure: The title compound was prepared following the procedure described for Example-137 by using methyl 2-[(3,5-dichloropyridin-4-yl)amino]-7,7-dimethyl-7,8-dihydro-1H-furo[3,2-e]benzimidazole-5-carboxylate (Step-1 of Intermediate-3, 0.100 g, 0.245 mmol), 2,4-difluoro aniline (0.047 g, 0.364 mmol), trimethyl aluminium (2M solution in toluene) (0.5 mL), dry toluene (5.0 mL) at room temperature to afford 0.035 g of the desired product. 1HNMR (DMSO-d6): δ 1.56 (s, 6H), 3.09 (s, 2H), 7.11 (t, J=8.4 Hz, 1H... Yield: 28.3%. RXN SMILES: [Cl:1][C:2]1[CH:3]=[N:4][CH:5]=[C:6]([Cl:27])[C:7]=1[NH:8][C:9]1[NH:10][C:11]2[C:17]3[CH2:18][C:19]([CH3:22])([CH3:21])[O:20][C:16]=3[C:15]([C:23]([O:25]C)=O)=[CH:14][C:12]=2[N:13]=1.[F:28][C:29]1[CH:35]=[C:34]([F:36])[CH:33]=[CH:32][C:30]=1[NH2:31].C[Al](C)C>C1(C)C=CC=CC=1>[Cl:1][C:2]1[CH:3]=[N:4][CH:5]=[C:6]([Cl:27])[C:7]=1[NH:8][C:9]1[NH:10][C:11]2[C:17]3[CH2:18][C:19]([CH3:21])([CH3:22])[O:20][C:16]=3[C:15]([C:23]([NH:31][C:30]3[CH:32]=[CH:33][C:34]([F:36])=[CH:35][C:29]=3[F:28])=[O:25])=[CH:14][C:12]=2[N:13]=1.